Dataset: the Open Reaction Database (ORD), a public repository of structured organic reaction records. Task: describe an organic reaction: reactants, conditions, products, and yield Reactants: BrC1=CC=CC=2CN(CCOC21)C(=O)OC(C)(C)C (tert-butyl 9-bromo-2,3-dihydro-1,4-benzoxazepine-4(5H)-carboxylate), O (water), FC(OC1=C(C=CC=C1)B(O)O)(F)F (2-trifluoromethoxyphenylboronic acid). The reagents and catalysts are C=1C=CC(=CC1)[P](C=2C=CC=CC2)(C=3C=CC=CC3)[Pd]([P](C=4C=CC=CC4)(C=5C=CC=CC5)C=6C=CC=CC6)([P](C=7C=CC=CC7)(C=8C=CC=CC8)C=9C=CC=CC9)[P](C=1C=CC=CC1)(C=1C=CC=CC1)C=1C=CC=CC1 (tetrakis(triphenylphosphine)palladium(0)). The solvent is C(C)O (ethanol), C([O-])([O-])=O.[Na+].[Na+] (sodium carbonate), C1(=CC=CC=C1)C (toluene). Yields the product FC(OC1=C(C=CC=C1)C1=CC=CC=2CN(CCOC21)C(=O)OC(C)(C)C)(F)F (tert-butyl 9-[2-(trifluoromethoxy)phenyl]-2,3-dihydro-1,4-benzoxazepine-4(5H)-carboxylate). Isolated yield 76.7%. Reaction SMILES: Br[C:2]1[C:12]2[O:11][CH2:10][CH2:9][N:8]([C:13]([O:15][C:16]([CH3:19])([CH3:18])[CH3:17])=[O:14])[CH2:7][C:6]=2[CH:5]=[CH:4][CH:3]=1.[F:20][C:21]([F:33])([F:32])[O:22][C:23]1[CH:28]=[CH:27][CH:26]=[CH:25][C:24]=1B(O)O.O>C(O)C.C(=O)([O-])[O-].[Na+].[Na+].C1(C)C=CC=CC=1.C1C=CC([P]([Pd]([P](C2C=CC=CC=2)(C2C=CC=CC=2)C2C=CC=CC=2)([P](C2C=CC=CC=2)(C2C=CC=CC=2)C2C=CC=CC=2)[P](C2C=CC=CC=2)(C2C=CC=CC=2)C2C=CC=CC=2)(C2C=CC=CC=2)C2C=CC=CC=2)=CC=1>[F:20][C:21]([F:32])([F:33])[O:22][C:23]1[CH:28]=[CH:27][CH:26]=[CH:25][C:24]=1[C:2]1[C:12]2[O:11][CH2:10][CH2:9][N:8]([C:13]([O:15][C:16]([CH3:19])([CH3:18])[CH3:17])=[O:14])[CH2:7][C:6]=2[CH:5]=[CH:4][CH:3]=1 |f:4.5.6,^1:54,56,75,94|. Procedure details: A mixture of tert-butyl 9-bromo-2,3-dihydro-1,4-benzoxazepine-4(5H)-carboxylate (200 mg, 0.605 mmol), a solution of 2-trifluoromethoxyphenylboronic acid (188 mg, 0.912 mmol) in ethanol (0.7 ml), 2N aqueous sodium carbonate solution (2.5 ml), and tetrakis(triphenylphosphine)palladium(0) (84.0 mg, 0.0730 mmol) in toluene (5 ml) was stirred under a nitrogen atmosphere at 95° C. for 12 hr. The reaction mixture was poured into water, and the mixture was extracted with ethyl acetate. The extract was w...